From a dataset of the Open Reaction Database (ORD), a public repository of structured organic reaction records. describe an organic reaction: reactants, conditions, products, and yield Reaction SMILES: [CH3:1][O:2][C:3]1[CH:4]=[C:5]([CH:10]=[CH:11][CH:12]=1)[CH:6]=[CH:7]OC.[C:13]1([NH:19]N)[CH:18]=[CH:17][CH:16]=[CH:15][CH:14]=1.Cl.[Cl-].[Na+]>C(O)C.C1(C)C=CC=CC=1.C(OCC)(=O)C.O>[CH3:1][O:2][C:3]1[CH:4]=[C:5]([C:6]2[C:18]3[C:13](=[CH:14][CH:15]=[CH:16][CH:17]=3)[NH:19][CH:7]=2)[CH:10]=[CH:11][CH:12]=1 |f:3.4|. Yields the product COC=1C=C(C=CC1)C1=CNC2=CC=CC=C12 (3-(3-methoxyphenyl)indole). Run in O (water), C(C)O (ethanol), C(C)(=O)OCC (ethyl acetate), C1(=CC=CC=C1)C (toluene), C(C)O (ethanol). The reactants are [Cl-].[Na+] (sodium chloride), C1(=CC=CC=C1)NN (phenylhydrazine), Cl (hydrochloric acid), COC=1C=C(C=COC)C=CC1 (methyl (3-methoxystyryl) ether). Procedure details: A 90 g portion of the abovementioned methyl (3-methoxystyryl) ether was dissolved in 100 ml of ethanol. Then the solution was added dropwise to a mixed solution of 59.3 g phenylhydrazine, 800 ml ethanol and 53 ml concentrated hydrochloric acid under reflux, and after the addition, reflux heating was continued for 2 more hours. The reaction mixture was then cooled to room temperature, and after adding water, sodium chloride and a small amount of ethyl acetate, the mixture was stirred and the prec...